This data is from the Open Reaction Database (ORD), a public repository of structured organic reaction records. The task is: describe an organic reaction: reactants, conditions, products, and yield Reactants: CC(C)(NC(=O)OCc1ccccc1)C(=O)O, CN(C)C=O, Cc1cc2c(c3ccc(=O)[nH]c13)OC(CN)C2, c1ccncc1. Yields the product Cc1cc2c(c3ccc(=O)[nH]c13)OC(CNC(=O)C(C)(C)NC(=O)OCc1ccccc1)C2. Reaction SMILES: [C:18](=[O:19])([O:20][CH2:21][c:22]1[cH:23][cH:24][cH:25][cH:26][cH:27]1)[NH:28][C:29]([CH3:30])([C:31](=[O:32])[OH:33])[CH3:34].[CH3:35][N:36]([CH3:37])[CH:38]=[O:39].[NH2:1][CH2:2][CH:3]1[CH2:4][c:5]2[c:6]([c:7]3[cH:8][cH:9][c:10](=[O:16])[nH:11][c:12]3[c:13]([CH3:15])[cH:14]2)[O:17]1.[cH:40]1[cH:41][cH:42][n:43][cH:44][cH:45]1>>[NH:1]([CH2:2][CH:3]1[CH2:4][c:5]2[c:6]([c:7]3[cH:8][cH:9][c:10](=[O:16])[nH:11][c:12]3[c:13]([CH3:15])[cH:14]2)[O:17]1)[C:31]([C:29]([NH:28][C:18](=[O:19])[O:20][CH2:21][c:22]1[cH:23][cH:24][cH:25][cH:26][cH:27]1)([CH3:30])[CH3:34])=[O:32]. The product is Cl.Cl.ClC1=C(CC(C)N)C(=CC(=C1)N(C)C)Cl (2,6-DICHLORO-4-DIMETHYLAMINO-α-METHYLPHENETHYLAMINE DIHYDROCHLORIDE). The solvent is CCOCC (ether), O1CCCC1 (tetrahydrofuran). As a reaction SMILES: [CH3:1][N:2]([CH3:17])[C:3]1[CH:8]=[C:7]([Cl:9])[C:6]([CH:10]=[C:11]([N+:13]([O-])=O)[CH3:12])=[C:5]([Cl:16])[CH:4]=1.[H-].[Al+3].[Li+].[H-].[H-].[H-].S([O-])([O-])(=O)=O.[Na+].[Na+]>O1CCCC1.CCOCC>[ClH:9].[ClH:9].[Cl:9][C:7]1[CH:8]=[C:3]([N:2]([CH3:1])[CH3:17])[CH:4]=[C:5]([Cl:16])[C:6]=1[CH2:10][CH:11]([NH2:13])[CH3:12] |f:1.2.3.4.5.6,7.8.9,12.13.14|. Procedure details: A solution of 13.7 g of N,N-dimethyl-3,5-dichloro-4-(2-nitropropenyl)aniline in 150 ml of dry tetrahydrofuran is added dropwise with stirring to 8.0 g lithium aluminum hydride in 200 ml of dry ether. The mixture is then refluxed for 4 hours. 40 ml of saturated sodium sulphate solution is added dropwise and the mixture is filtered. The filtrate is dried over anhydrous sodium sulphate and acidified with hydrogen chloride. The precipitated salt is filtered off and washed with ether. Yield: 15.2 g, ... Reactants: [H-].[Al+3].[Li+].[H-].[H-].[H-] (lithium aluminum hydride), CN(C1=CC(=C(C(=C1)Cl)C=C(C)[N+](=O)[O-])Cl)C (N,N-dimethyl-3,5-dichloro-4-(2-nitropropenyl)aniline), S(=O)(=O)([O-])[O-].[Na+].[Na+] (sodium sulphate). The reactants are C1=CC2=C(C=C1N=C=S)C(=O)OC23C4=C(C=C(C=C4)O)OC5=C3C=CC(=C5)O (FITC isomer). The solvent is CS(=O)C (DMSO), C([O-])([O-])=O (carbonate). Run at time 30 minute. Yields the product C=1C=CC(=C(C1)C2=C3C=CC(=O)C=C3OC4=C2C=CC(=C4)O)C(=O)O (Fluorescein). As a reaction SMILES: [CH:1]1[C:6](N=C=S)=[CH:5][C:4]2[C:10]([O:12][C:13]3([C:23]4[CH:24]=[CH:25][C:26]([OH:28])=[CH:27][C:22]=4[O:21][C:15]4[CH:16]=[C:17]([OH:20])[CH:18]=[CH:19][C:14]3=4)[C:3]=2[CH:2]=1)=[O:11]>CS(C)=O.C(=O)([O-])[O-]>[CH:1]1[CH:6]=[CH:5][C:4]([C:10]([OH:12])=[O:11])=[C:3]([C:13]2[C:14]3[CH:19]=[CH:18][C:17]([OH:20])=[CH:16][C:15]=3[O:21][C:22]3[C:23]=2[CH:24]=[CH:25][C:26]([CH:27]=3)=[O:28])[CH:2]=1. Procedure details: An IgG fraction of affinity-purified rabbit anti-p19 antibody is fluoresceinated as follows: Thirty micrograms of FITC isomer II (20 μL of a 3.0 mg/mL solution in DMSO) is added to 1 mg of antibody in 125 μL of 0.27M carbonate buffer, pH 9.3. The mixture is incubated for 30 minutes at 37° C., after which free (unconjugated) fluorescein is separated from fluoresceinated antibody by gel filtration on Sephadex G25 equilibrated in 50 mM sodium phosphate, 0.5M NaCl, and 0.1% azide. The reactants are CN1N=C2C(N=CN=C2S)=C1O (2-methyl-3-hydroxy-7-mercapto-pyrazolo [4,3-d]pyrimidine), C(CCC)Br (n-butyl bromide). The solvent is N (ammonia). Run at time 5 hour. Yields the product CN1N=C2C(N=CN=C2SCCCC)=C1O (2-Methyl-3-hydroxy-7-n-butylthio-pyrazolo[4,3-d]pyrimidine). Reaction SMILES: [CH3:1][N:2]1[C:11]([OH:12])=[C:5]2[N:6]=[CH:7][N:8]=[C:9]([SH:10])[C:4]2=[N:3]1.[CH2:13](Br)[CH2:14][CH2:15][CH3:16]>N>[CH3:1][N:2]1[C:11]([OH:12])=[C:5]2[N:6]=[CH:7][N:8]=[C:9]([S:10][CH2:13][CH2:14][CH2:15][CH3:16])[C:4]2=[N:3]1. Procedure: 1.2 g of 2-methyl-3-hydroxy-7-mercapto-pyrazolo [4,3-d]pyrimidine was dissolved in 50 ml of aqueous ammonia, and after an addition of 1.08 g of n-butyl bromide, the mixture was stirred at room temperature for 5 hours. By means of a rotary evaporator, ammonia gas was distilled off at room temperature. Then, the aqueous solution was acidified with hydrochloric acid and extracted with chloroform. The chloroform layer was dried over anhydrous magnesium sulfate, and then evaporated to dryness. The re... Starting materials: P(Br)(Br)(Br)(Br)Br (phosphorus pentabromide), BrBr (bromine), P(Br)(Br)Br (phosphorous tribromide), C1(=CC=CC=C1)CCCC(C)O (5-phenyl-2-pentanol), [Cl-] (chloride). The solvent is O (Water), C(Cl)Cl (methylene chloride), C(Cl)Cl (methylene chloride). Conditions: temperature 0 celsius, time 2.5 hour. The product is BrC(C)CCCC1=CC=CC=C1 (2-Bromo-5phenylpentane). RXN SMILES: P(Br)(Br)(Br)(Br)Br.[Br:7]Br.P(Br)(Br)Br.[C:13]1([CH2:19][CH2:20][CH2:21][CH:22](O)[CH3:23])[CH:18]=[CH:17][CH:16]=[CH:15][CH:14]=1.[Cl-]>C(Cl)Cl.O>[Br:7][CH:22]([CH2:21][CH2:20][CH2:19][C:13]1[CH:18]=[CH:17][CH:16]=[CH:15][CH:14]=1)[CH3:23]. Procedure details: To phosphorus pentabromide, prepared by addition of bromine (9.0 g.) in methylene chloride (10 ml.) to phosphorous tribromide (15.0 g.) in methylene chloride (15 ml.) at 0° C., is added 5-phenyl-2-pentanol (8.2 g.) in metnhylene chloride at 0° C. The mixture is stirred for 2.5 hours at 0° C. and is then allowed to warm to room temperature. Water (50 ml.) is added, the mixture stirred for 1 hour and the methylene chloride layer separated. The extraction is repeated and the combined extracts washe... Reactants: BrB(Br)Br, ClCCl, COc1ccc(-c2nc(CCl)cs2)cc1. Product: Oc1ccc(-c2nc(CCl)cs2)cc1. As a reaction SMILES: [B:16]([Br:17])([Br:18])[Br:19].[CH2:20]([Cl:21])[Cl:22].[Cl:1][CH2:2][c:3]1[n:4][c:5](-[c:8]2[cH:9][cH:10][c:11]([O:14][CH3:15])[cH:12][cH:13]2)[s:6][cH:7]1>>[Cl:1][CH2:2][c:3]1[n:4][c:5](-[c:8]2[cH:9][cH:10][c:11]([OH:14])[cH:12][cH:13]2)[s:6][cH:7]1. Reactants: COC=1C=C(OCC(CNC(=O)[C@H]2N(CCC2)C(=O)OC(C)(C)C)=O)C=CC1OC ((S)-tert-Butyl 2-((3-(3,4-dimethoxyphenoxy)-2-oxopropyl)carbamoyl)pyrrolidine-1-carboxylate), CC[N+](CC)(CC)S(=O)(=O)N=C([O-])OC (Burgess reagent). Run in C1(=CC=CC=C1)C (toluene). Reaction conditions: temperature 50 celsius, time 1.5 hour. The product is COC=1C=C(OCC2=CN=C(O2)[C@H]2N(CCC2)C(=O)OC(C)(C)C)C=CC1OC ((S)-t-Butyl 2-(5-((3,4-dimethoxyphenoxy)methyl)oxazol-2-yl)pyrrolidine-1-carboxylate). Isolated yield 65.2%. RXN SMILES: [CH3:1][O:2][C:3]1[CH:4]=[C:5]([CH:26]=[CH:27][C:28]=1[O:29][CH3:30])[O:6][CH2:7][C:8](=[O:25])[CH2:9][NH:10][C:11]([C@@H:13]1[CH2:17][CH2:16][CH2:15][N:14]1[C:18]([O:20][C:21]([CH3:24])([CH3:23])[CH3:22])=[O:19])=O.CC[N+](S(N=C(OC)[O-])(=O)=O)(CC)CC>C1(C)C=CC=CC=1>[CH3:1][O:2][C:3]1[CH:4]=[C:5]([CH:26]=[CH:27][C:28]=1[O:29][CH3:30])[O:6][CH2:7][C:8]1[O:25][C:11]([C@@H:13]2[CH2:17][CH2:16][CH2:15][N:14]2[C:18]([O:20][C:21]([CH3:24])([CH3:22])[CH3:23])=[O:19])=[N:10][CH:9]=1. Procedure details: To a toluene (10 ml) of the compound (0.250 g) obtained in Example 19-(4), Burgess reagent (0.281 g) was added and the mixture was stirred at 50° C. for 1.5 hours. After reversion to room temperature, the reaction mixture was concentrated to give a crude product, which was further purified by silica gel chromatography (AcOEt/hexane) to give the titled compound (0.156 g, colorless oil.) The reactants are [H-].[Na+] (sodium hydride), [I-].[Na+] (Sodium iodide), FC1=C(CO)C=C(C=C1)Br (2-fluoro-5-bromobenzyl alcohol), ClCCCCCBr (5-chloropentyl bromide). The solvent is CN(C=O)C (N,N-dimethylformamide), C(C)OCC (diethyl ether). Product: FC1=C(COCCCCCCl)C=C(C=C1)Br (5-[2-fluoro-5-bromobenzyloxy]pentyl chloride). RXN SMILES: [F:1][C:2]1[CH:9]=[CH:8][C:7]([Br:10])=[CH:6][C:3]=1[CH2:4][OH:5].[H-].[Na+].[Cl:13][CH2:14][CH2:15][CH2:16][CH2:17][CH2:18]Br.[I-].[Na+]>CN(C)C=O.C(OCC)C>[F:1][C:2]1[CH:9]=[CH:8][C:7]([Br:10])=[CH:6][C:3]=1[CH2:4][O:5][CH2:18][CH2:17][CH2:16][CH2:15][CH2:14][Cl:13] |f:1.2,4.5|. Procedure details: In a 50 ml flask, under a nitrogen atmosphere, 2-fluoro-5-bromobenzyl alcohol (2.139 g, 10.4 mmol) was dissolved in N,N-dimethylformamide (25 ml). To this solution sodium hydride (60%, 625 mg, 15.6 mmol) was added and the resulting mixture was stirred for twenty minutes. To the reaction mixture 5-chloropentyl bromide was added and the resulting mixture was stirred for two hours at ambient temperature. The progress of the reaction was monitored by thin layer chromatography. Sodium iodide (3.127 g... The reactants are ClC1=C(C(=CC=C1)I)C1=NN(C(N1)=O)C1=CC(=C(C(=O)NC2=CC(=C(C=C2)F)C(F)(F)F)C=C1)OC (4-(3-(2-chloro-6-iodophenyl)-5-oxo-4,5-dihydro-1H-1,2,4-triazol-1-yl)-N-(4-fluoro-3-(trifluoromethyl)phenyl)-2-methoxybenzamide), C(#N)[Cu] (CuCN). Run in CN(C)C=O (DMF). The product is ClC1=C(C(=CC=C1)C#N)C1=NN(C(N1)=O)C1=CC(=C(C(=O)NC2=CC(=C(C=C2)F)C(F)(F)F)C=C1)OC (4-(3-(2-Chloro-6-cyanophenyl)-5-oxo-4,5-dihydro-1H-1,2,4-triazol-1-yl)-N-(4-fluoro-3-(trifluoromethyl)phenyl)-2-methoxybenzamide). Reaction SMILES: [Cl:1][C:2]1[CH:7]=[CH:6][CH:5]=[C:4](I)[C:3]=1[C:9]1[NH:13][C:12](=[O:14])[N:11]([C:15]2[CH:34]=[CH:33][C:18]([C:19]([NH:21][C:22]3[CH:27]=[CH:26][C:25]([F:28])=[C:24]([C:29]([F:32])([F:31])[F:30])[CH:23]=3)=[O:20])=[C:17]([O:35][CH3:36])[CH:16]=2)[N:10]=1.[C:37]([Cu])#[N:38]>CN(C=O)C>[Cl:1][C:2]1[CH:7]=[CH:6][CH:5]=[C:4]([C:37]#[N:38])[C:3]=1[C:9]1[NH:13][C:12](=[O:14])[N:11]([C:15]2[CH:34]=[CH:33][C:18]([C:19]([NH:21][C:22]3[CH:27]=[CH:26][C:25]([F:28])=[C:24]([C:29]([F:32])([F:31])[F:30])[CH:23]=3)=[O:20])=[C:17]([O:35][CH3:36])[CH:16]=2)[N:10]=1. Procedure: The title compound was prepared by following the procedure as described for Example-62 by using 4-(3-(2-chloro-6-iodophenyl)-5-oxo-4,5-dihydro-1H-1,2,4-triazol-1-yl)-N-(4-fluoro-3-(trifluoromethyl)phenyl)-2-methoxybenzamide (Intermediate-43, 0.130 g, 0.21 mmol), DMF (4 mL) and CuCN (0.020 g, 0.23 mmol) to afford 0.030 g of crude product which was further purified by column chromatography in basic alumina eluting with 50% methanol:DCM and few drops of 10% ammonia to afford 0.030 g of pure product... Starting materials: CC(NC(=O)OCc1ccccc1)C(=O)O, C1CCOC1, CNOC, CCN(C(C)C)C(C)C, Cl, Cl. Product: CON(C)C(=O)C(C)NC(=O)OCc1ccccc1. As a reaction SMILES: [C:1](=[O:2])([O:3][CH2:4][c:5]1[cH:6][cH:7][cH:8][cH:9][cH:10]1)[NH:11][CH:12]([CH3:13])[C:14](=[O:15])[OH:16].[CH2:32]1[O:33][CH2:34][CH2:35][CH2:36]1.[CH3:18][NH:19][O:20][CH3:21].[CH:22]([N:23]([CH2:24][CH3:25])[CH:26]([CH3:27])[CH3:28])([CH3:29])[CH3:30].[ClH:17].[ClH:31]>>[C:1](=[O:2])([O:3][CH2:4][c:5]1[cH:6][cH:7][cH:8][cH:9][cH:10]1)[NH:11][CH:12]([CH3:13])[C:14](=[O:16])[N:19]([CH3:18])[O:20][CH3:21].